Task: describe an organic reaction: reactants, conditions, products, and yield. Dataset: the Open Reaction Database (ORD), a public repository of structured organic reaction records The reactants are C#Cc1cccc(N)c1, O=C([O-])[O-], CCOC(C)O, COCCOc1ccc2ncc(C#N)c(Cl)c2c1OCCOC, Cl, [K+], [K+], O, c1ccncc1. Yields the product C#Cc1cccc(Nc2c(C#N)cnc3ccc(OCCOC)c(OCCOC)c23)c1. Reaction SMILES: [C:31](#[CH:32])[c:33]1[cH:34][c:35]([NH2:36])[cH:37][cH:38][cH:39]1.[C:46](=[O:47])([O-:48])[O-:49].[CH2:40]([O:41][CH:42]([OH:43])[CH3:44])[CH3:45].[Cl:1][c:2]1[c:3]([C:22]#[N:23])[cH:4][n:5][c:6]2[cH:7][cH:8][c:9]([O:17][CH2:18][CH2:19][O:20][CH3:21])[c:10]([O:12][CH2:13][CH2:14][O:15][CH3:16])[c:11]12.[ClH:24].[K+:50].[K+:51].[OH2:52].[n:25]1[cH:26][cH:27][cH:28][cH:29][cH:30]1>>[c:2]1([NH:36][c:35]2[cH:34][c:33]([C:31]#[CH:32])[cH:39][cH:38][cH:37]2)[c:3]([C:22]#[N:23])[cH:4][n:5][c:6]2[cH:7][cH:8][c:9]([O:17][CH2:18][CH2:19][O:20][CH3:21])[c:10]([O:12][CH2:13][CH2:14][O:15][CH3:16])[c:11]12. Starting materials: Cn1nnc(-c2ccc(CBr)cc2)n1, CS(C)=O, CCN(C(C)C)C(C)C, OC(c1ccc(OC(F)(F)F)cc1)(c1ccc(OC(F)(F)F)cc1)C1CCNCC1. Product: Cn1nnc(-c2ccc(CN3CCC(C(O)(c4ccc(OC(F)(F)F)cc4)c4ccc(OC(F)(F)F)cc4)CC3)cc2)n1. As a reaction SMILES: [CH3:1][n:2]1[n:3][c:4](-[c:7]2[cH:8][cH:9][c:10]([CH2:13][Br:14])[cH:11][cH:12]2)[n:5][n:6]1.[CH3:54][S:55](=[O:56])[CH3:57].[CH:45]([N:46]([CH2:47][CH3:48])[CH:49]([CH3:50])[CH3:51])([CH3:52])[CH3:53].[F:15][C:16]([O:17][c:18]1[cH:19][cH:20][c:21]([C:24]([CH:25]2[CH2:26][CH2:27][NH:28][CH2:29][CH2:30]2)([OH:31])[c:32]2[cH:33][cH:34][c:35]([O:38][C:39]([F:40])([F:41])[F:42])[cH:36][cH:37]2)[cH:22][cH:23]1)([F:43])[F:44]>>[CH3:1][n:2]1[n:3][c:4](-[c:7]2[cH:8][cH:9][c:10]([CH2:13][N:28]3[CH2:27][CH2:26][CH:25]([C:24]([c:21]4[cH:20][cH:19][c:18]([O:17][C:16]([F:15])([F:43])[F:44])[cH:23][cH:22]4)([OH:31])[c:32]4[cH:33][cH:34][c:35]([O:38][C:39]([F:40])([F:41])[F:42])[cH:36][cH:37]4)[CH2:30][CH2:29]3)[cH:11][cH:12]2)[n:5][n:6]1. Reactants: O (water), ClC1=C(CP(OCC)(OCC)=O)C=CC=C1 (diethyl 2-chlorobenzylphosphonate), BrC1=CC(=CC=2C=C(OC21)C=O)OC (7-bromo-5-methoxybenzofuran-2-carbaldehyde), [H-].[Na+] (sodium hydride). Run in O1CCCC1 (tetrahydrofuran). Reaction conditions: temperature 60 celsius. Product: BrC1=CC(=CC=2C=C(OC21)\C=C\C2=C(C=CC=C2)Cl)OC (7-Bromo-2-[(E)-2-(2-chlorophenyl)ethenyl]-5-methoxy-1-benzofuran). Isolated yield 84.0%. Reaction SMILES: [Cl:1][C:2]1[CH:16]=[CH:15][CH:14]=[CH:13][C:3]=1[CH2:4]P(=O)(OCC)OCC.[Br:17][C:18]1[C:26]2[O:25][C:24]([CH:27]=O)=[CH:23][C:22]=2[CH:21]=[C:20]([O:29][CH3:30])[CH:19]=1.[H-].[Na+].O>O1CCCC1>[Br:17][C:18]1[C:26]2[O:25][C:24](/[CH:27]=[CH:4]/[C:3]3[CH:13]=[CH:14][CH:15]=[CH:16][C:2]=3[Cl:1])=[CH:23][C:22]=2[CH:21]=[C:20]([O:29][CH3:30])[CH:19]=1 |f:2.3|. Procedure: To a solution of diethyl 2-chlorobenzylphosphonate (4.91 g, 0.018 mol) and 7-bromo-5-methoxybenzofuran-2-carbaldehyde (11.27 g, 0.016 mol) in tetrahydrofuran (80 mL) was added sodium hydride (60% dispersion in mineral oil, 0.74 g, 0.0185 mol). After 5 min. the reaction mixture was warmed to 60° C. for 1 h. The reaction mixture was cooled to room temperature, water (10 mL) was carefully added and the tetrahydrofuran was removed. Water (50 mL) was added and the mixture was extracted with ethyl ace...